From a dataset of the Open Reaction Database (ORD), a public repository of structured organic reaction records. describe an organic reaction: reactants, conditions, products, and yield Starting materials: CC1(CCOCC1)C(=O)OCC (ethyl 4-methyltetrahydro-2H-pyran-4-carboxylate), CC1(CCOCC1)C(=O)OCC (ethyl 4-methyltetrahydro-2H-pyran-4-carboxylate), [H-].[Al+3].[Li+].[H-].[H-].[H-] (lithium aluminum hydride). Solvent: O1CCCC1 (tetrahydrofuran). Conditions: time 1 hour. Product: CC1(CCOCC1)CO ((4-Methyltetrahydro-2H-pyran-4-yl)methanol). RXN SMILES: [CH3:1][C:2]1([C:8](OCC)=[O:9])[CH2:7][CH2:6][O:5][CH2:4][CH2:3]1.[H-].[Al+3].[Li+].[H-].[H-].[H-]>O1CCCC1>[CH3:1][C:2]1([CH2:8][OH:9])[CH2:7][CH2:6][O:5][CH2:4][CH2:3]1 |f:1.2.3.4.5.6|. Reported procedure: Into a 100-mL three neck round-bottom flask, which was purged and maintained with an inert atmosphere of nitrogen, was placed a solution of ethyl 4-methyltetrahydro-2H-pyran-4-carboxylate (compound 188.1, 500 mg, 2.90 mmol) in tetrahydrofuran (12 mL). This was followed by the addition of lithium aluminum hydride (221 mg, 5.82 mmol) in portions at 0° C. The reaction mixture was stirred for 1 h at room temperature, then carefully quenched with 1.2 mL of H2O, 1.2 mL of NaOH (15%), 3.5 mL of H2O. Th... Reactants: O=S(=O)(Cl)c1ccc(Br)cc1, ClCCl, CCN(C(C)C)C(C)C, COCC(C)N, O. Yields the product COCC(C)NS(=O)(=O)c1ccc(Br)cc1. As a reaction SMILES: [Br:16][c:17]1[cH:18][cH:19][c:20]([S:23](=[O:24])(=[O:25])[Cl:26])[cH:21][cH:22]1.[CH2:28]([Cl:29])[Cl:30].[CH2:7]([N:8]([CH:9]([CH3:10])[CH3:11])[CH:12]([CH3:13])[CH3:14])[CH3:15].[CH3:1][O:2][CH2:3][CH:4]([CH3:5])[NH2:6].[OH2:27]>>[CH3:1][O:2][CH2:3][CH:4]([CH3:5])[NH:6][S:23]([c:20]1[cH:19][cH:18][c:17]([Br:16])[cH:22][cH:21]1)(=[O:24])=[O:25]. Yields the product NCCCSC1=C(N)C=CC=C1 (2-(3-aminopropylthio)-aniline), liquid. Starting materials: 100, [OH-].[Na+] (sodium hydroxide), S1C=NC2=C1C=CC=C2 (benzothiazole), [OH-].[Na+] (sodium hydroxide), 260, ClC(CN)C.Cl (2-chloropropylamine·HCl). Solvent: O (water), CO (methanol), O (water), O (water). Reaction conditions: temperature 70 celsius, time 3 hour. Procedure details: 270 parts of benzothiazole and 160 parts of sodium hydroxide are boiled under reflux for 3 hours in 400 parts of water. After cooling to 70° C., 250 parts of methanol are added, followed by the dropwise addition over a period of 2 hours at 70° C. of a solution of 260 parts of 2-chloropropylamine·HCl in 500 parts of water. After stirring for another 3 hours at 100° C., the mixture is cooled and a solution of 100 parts of sodium hydroxide in 200 parts of water is added to it. The organic phase is ... RXN SMILES: [S:1]1[C:5]2[CH:6]=[CH:7][CH:8]=[CH:9][C:4]=2[N:3]=[CH:2]1.[OH-].[Na+].Cl[CH:13](C)[CH2:14][NH2:15].Cl>O.CO>[NH2:15][CH2:14][CH2:13][CH2:2][S:1][C:5]1[CH:6]=[CH:7][CH:8]=[CH:9][C:4]=1[NH2:3] |f:1.2,3.4|. The reactants are C1(=CC=CC=C1)C1(CCC1)C#N (1-phenylcyclobutanecarbonitrile), solution, [H-].[Al+3].[Li+].[H-].[H-].[H-] (lithium aluminum hydride). The solvent is O1CCCC1 (tetrahydrofuran), O1CCCC1 (tetrahydrofuran). Conditions: time 2 hour. The product is C1(=CC=CC=C1)C1(CCC1)CN ((1-Phenylcyclobutyl)methylamine). The yield is 53.0%. Reaction SMILES: [C:1]1([C:7]2([C:11]#[N:12])[CH2:10][CH2:9][CH2:8]2)[CH:6]=[CH:5][CH:4]=[CH:3][CH:2]=1.[H-].[Al+3].[Li+].[H-].[H-].[H-]>O1CCCC1>[C:1]1([C:7]2([CH2:11][NH2:12])[CH2:10][CH2:9][CH2:8]2)[CH:6]=[CH:5][CH:4]=[CH:3][CH:2]=1 |f:1.2.3.4.5.6|. Reported procedure: To a solution of 1-phenylcyclobutanecarbonitrile (0.96 g, 6.09 mmol) in anhydrous tetrahydrofuran (40 mL) was added a 1 N solution of lithium aluminum hydride (LAH) in tetrahydrofuran (12 mL, 12 mmol). After stirring 2 h at ambient temperature, the excess LAH was slowly quenched with water (10 mL) and diluted with additional tetrahydrofuran (20 mL). This was then reacted with 0.25 N aqueous NaOH (5 mL) at ambient temperature for 20 h and filtered, the filtrate concentrated in vacuo, and the resi... Yields the product CCc1ccc2c(c1)[n+]([O-])c(NCCCN1CCOCC1)n[n+]2[O-]. The reactants are CCc1ccc2c(c1)nc(NCCCN1CCOCC1)n[n+]2[O-], Cc1ccc2c(c1)nc(NCCN(C)C)n[n+]2[O-], CO, CCOC(C)=O. RXN SMILES: [CH2:1]([CH3:2])[c:3]1[cH:4][cH:5][c:6]2[c:7]([n:8][c:9]([NH:13][CH2:14][CH2:15][CH2:16][N:17]3[CH2:18][CH2:19][O:20][CH2:21][CH2:22]3)[n:10][n+:11]2[O-:12])[cH:23]1.[CH3:24][N:25]([CH3:26])[CH2:27][CH2:28][NH:29][c:30]1[n:31][n+:32]([O-:40])[c:33]2[cH:34][cH:35][c:36]([CH3:37])[cH:38][c:39]2[n:41]1.[CH3:42][OH:43].[CH3:44][CH2:45][O:46][C:47]([CH3:48])=[O:49]>>[CH2:1]([CH3:2])[c:3]1[cH:4][cH:5][c:6]2[c:7]([n+:8]([O-:40])[c:9]([NH:13][CH2:14][CH2:15][CH2:16][N:17]3[CH2:18][CH2:19][O:20][CH2:21][CH2:22]3)[n:10][n+:11]2[O-:12])[cH:23]1. Reported procedure: A mixture of 5-propylthiazol-2-amine and 2-(bromomethyl)tetrahydrofuran were processed using the method described in Example 2A to afford the title compound. MS (ESI) m/z 227 (M+H)+. As a reaction SMILES: [CH2:1]([C:4]1[S:8][C:7]([NH2:9])=[N:6][CH:5]=1)[CH2:2][CH3:3].Br[CH2:11][CH:12]1[CH2:16][CH2:15][CH2:14][O:13]1>>[CH2:1]([C:4]1[S:8][C:7](=[NH:9])[N:6]([CH2:11][CH:12]2[CH2:16][CH2:15][CH2:14][O:13]2)[CH:5]=1)[CH2:2][CH3:3]. Yields the product C(CC)C1=CN(C(S1)=N)CC1OCCC1 (5-propyl-3-((tetrahydrofuran-2-yl)methyl)thiazol-2(3H)-imine). The reactants are C(CC)C1=CN=C(S1)N (5-propylthiazol-2-amine), BrCC1OCCC1 (2-(bromomethyl)tetrahydrofuran).